This data is from the Open Reaction Database (ORD), a public repository of structured organic reaction records. The task is: describe an organic reaction: reactants, conditions, products, and yield Starting materials: CC(C)(C)OC(=O)n1ccc(CBr)n1, O=C([O-])[O-], CC1CNCC(C)N1, [K+], [K+], CN(C)C=O. Yields the product CC1CN(Cc2ccn(C(=O)OC(C)(C)C)n2)CC(C)N1. As a reaction SMILES: [Br:1][CH2:2][c:3]1[n:4][n:5]([C:8](=[O:9])[O:10][C:11]([CH3:12])([CH3:13])[CH3:14])[cH:6][cH:7]1.[C:23](=[O:24])([O-:25])[O-:26].[CH3:15][CH:16]1[NH:17][CH:18]([CH3:22])[CH2:19][NH:20][CH2:21]1.[K+:27].[K+:28].[O:29]=[CH:30][N:31]([CH3:32])[CH3:33]>>[CH2:2]([c:3]1[n:4][n:5]([C:8](=[O:9])[O:10][C:11]([CH3:12])([CH3:13])[CH3:14])[cH:6][cH:7]1)[N:20]1[CH2:19][CH:18]([CH3:22])[NH:17][CH:16]([CH3:15])[CH2:21]1. Reaction SMILES: F[C:2]1[CH:10]=[CH:9][C:5]([C:6]([OH:8])=[O:7])=[CH:4][C:3]=1[N+:11]([O-:13])=[O:12].[NH2:14][C:15]1[CH:20]=[CH:19][CH:18]=[CH:17][CH:16]=1.C(O)C.Cl>O>[N+:11]([C:3]1[CH:4]=[C:5]([CH:9]=[CH:10][C:2]=1[NH:14][C:15]1[CH:20]=[CH:19][CH:18]=[CH:17][CH:16]=1)[C:6]([OH:8])=[O:7])([O-:13])=[O:12]. Conditions: time 16 hour. Solvent: O (water). Product: [N+](=O)([O-])C=1C=C(C(=O)O)C=CC1NC1=CC=CC=C1 (3-nitro-4-phenylaminobenzoic acid). The reactants are FC1=C(C=C(C(=O)O)C=C1)[N+](=O)[O-] (4-fluoro-3-nitrobenzoic acid), NC1=CC=CC=C1 (aniline), C(C)O (ethanol), Cl (hydrochloric acid). The yield is 96.8%. Procedure: An eggplant flask was charged with 4-fluoro-3-nitrobenzoic acid (2.51 g, 13.56 mmol), aniline (2.52 g, 27.12 mmol), and ethanol (9.5 mL), and this was heated to reflux with stirring for 16 hours. After cooling to room temperature, the mixture was poured into dilute hydrochloric acid (1 M, 50 mL), diluted with distilled water (100 mL), was left to stir as is at room temperature for 30 minutes. The precipitated crystals were filtered off, and washed successively with dilute hydrochloric acid (1 M,... Reactants: O (water), ice, COC=1C=C2CCC(C(C2=CC1)=O)C (6-methoxy-2-methyl-3,4-dihydro-2H-naphthalen-1-one), [BH4-].[Na+] (NaBH4). The solvent is CO (MeOH). Run at time 20 minute. The product is COC=1C=C2CCC(C(C2=CC1)O)C (6-Methoxy-2-methyl-1,2,3,4-tetrahydronaphthalen-1-ol). Reaction SMILES: [CH3:1][O:2][C:3]1[CH:4]=[C:5]2[C:10](=[CH:11][CH:12]=1)[C:9](=[O:13])[CH:8]([CH3:14])[CH2:7][CH2:6]2.[BH4-].[Na+].O>CO>[CH3:1][O:2][C:3]1[CH:4]=[C:5]2[C:10](=[CH:11][CH:12]=1)[CH:9]([OH:13])[CH:8]([CH3:14])[CH2:7][CH2:6]2 |f:1.2|. Reported procedure: To an ice-cooled solution of 6-methoxy-2-methyl-3,4-dihydro-2H-naphthalen-1-one (7.0 g, 36.8 mmol) in MeOH (120 mL) is added NaBH4 (2.78 g, 73.6 mmol) portion wise and the mixture is stirred at RT for 20 min. Then the reaction is poured to 120 mL of water and extracted with ether. The organic phase is dried with MgSO4, concentrated to give the title compound as a light yellow oil and it is used in the next step without purification.